The task is: describe an organic reaction: reactants, conditions, products, and yield. This data is from the Open Reaction Database (ORD), a public repository of structured organic reaction records. The reactants are NC=1C2=C(N=CN1)C(=CS2)C(=O)NC=2C=C(C(=O)O)C=CC2C (3-(4-Aminothieno[3,2-d]pyrimidine-7-carboxamido)-4-methylbenzoic acid), COC=1C=C(N)C=C(C1)OC (3,5-dimethoxyaniline). The product is NC=1C2=C(N=CN1)C(=CS2)C(=O)NC2=C(C=CC(=C2)C(NC2=CC(=CC(=C2)OC)OC)=O)C (4-Amino-N-(5-(3,5-dimethoxyphenylcarbamoyl)-2-methylphenyl)thieno[3,2-d]pyrimidine-7-carboxamide). Reaction SMILES: [NH2:1][C:2]1[C:3]2[S:10][CH:9]=[C:8]([C:11]([NH:13][C:14]3[CH:15]=[C:16]([CH:20]=[CH:21][C:22]=3[CH3:23])[C:17](O)=[O:18])=[O:12])[C:4]=2[N:5]=[CH:6][N:7]=1.[CH3:24][O:25][C:26]1[CH:27]=[C:28]([CH:30]=[C:31]([O:33][CH3:34])[CH:32]=1)[NH2:29]>>[NH2:1][C:2]1[C:3]2[S:10][CH:9]=[C:8]([C:11]([NH:13][C:14]3[CH:15]=[C:16]([C:17](=[O:18])[NH:29][C:28]4[CH:30]=[C:31]([O:33][CH3:34])[CH:32]=[C:26]([O:25][CH3:24])[CH:27]=4)[CH:20]=[CH:21][C:22]=3[CH3:23])=[O:12])[C:4]=2[N:5]=[CH:6][N:7]=1. Reported procedure: The procedure of Step 5 of Example 1 was repeated except for using 3-(4-aminothieno[3,2-d]pyrimidine-7-carboxamido)-4-methylbenzoic acid obtained in Step 4 of Example 8 and 3,5-dimethoxyaniline to obtain the title compound (see Table 1). The solvent is CO (methanol). RXN SMILES: Br[CH2:2][C:3]([C:5]1[CH:10]=[CH:9][CH:8]=[CH:7][CH:6]=1)=O.[NH2:11][C:12]([NH2:14])=[S:13].O>CO>[NH2:14][C:12]1[S:13][CH:2]=[C:3]([C:5]2[CH:10]=[CH:9][CH:8]=[CH:7][CH:6]=2)[N:11]=1. Procedure: A solution of 19.9 g (0.10 mol) of α-bromo-acetophenone and 11.4 g (0.15 mol) of thiourea in 75 ml of methanol is refluxed for 2 h. It is evaporated to dryness under reduced pressure and the evaporation residue is taken up with water. The resulting solution, heated to the reflux temperature, is treated with CXA charcoal and then rendered alkaline with aqueous ammonia. The precipitate formed is isolated by filtration and purified by recrystallization from isopropanol, with CXA charcoal treatment.... The product is NC=1SC=C(N1)C1=CC=CC=C1 (2-amino-4-phenylthiazole). The reactants are O (water), BrCC(=O)C1=CC=CC=C1 (α-bromo-acetophenone), NC(=S)N (thiourea). Yield: 85.1%.